Task: describe an organic reaction: reactants, conditions, products, and yield. Dataset: the Open Reaction Database (ORD), a public repository of structured organic reaction records Starting materials: [BH4-].[Na+] (sodium borohydride), OC(CC(CC(=O)OCC)=O)CCC1=CC=CC2=CC=CC=C12 (ethyl 5-hydroxy-7-(1-naphthyl)3-oxoheptanoate), S(O)(O)(=O)=O (sulphuric acid), [Cl-].[Na+] (sodium chloride). The solvent is C(C)O (ethanol), C(C)O (ethanol), O (water). Product: OC(CC(=O)OCC)CC(CCC1=CC=CC2=CC=CC=C12)O (Ethyl 3,5-dihydroxy-7-(1-naphthyl)heptanoate). The yield is 58.4%. As a reaction SMILES: [OH:1][CH:2]([CH2:12][CH2:13][C:14]1[C:23]2[C:18](=[CH:19][CH:20]=[CH:21][CH:22]=2)[CH:17]=[CH:16][CH:15]=1)[CH2:3][C:4](=[O:11])[CH2:5][C:6]([O:8][CH2:9][CH3:10])=[O:7].[BH4-].[Na+].S(=O)(=O)(O)O.[Cl-].[Na+]>C(O)C.O>[OH:11][CH:4]([CH2:3][CH:2]([OH:1])[CH2:12][CH2:13][C:14]1[C:23]2[C:18](=[CH:19][CH:20]=[CH:21][CH:22]=2)[CH:17]=[CH:16][CH:15]=1)[CH2:5][C:6]([O:8][CH2:9][CH3:10])=[O:7] |f:1.2,4.5|. Procedure: 4.0 g (0.013 mole) of ethyl 5-hydroxy-7-(1-naphthyl)3-oxoheptanoate, prepared as described in step (a) above, dissolved in a small quanity of anhydrous ethanol were added dropwise to 0.57 g (0.015 mole) of sodium borohydride in 20 ml of absolute ethanol, with ice-cooling and stirring. When the addition was complete, cooling was immediately stopped and the mixture was allowed to warm to room temperature and was stirred for 30 minutes. After adding 200 ml of water, the mixture was acidified by the...